This data is from the Open Reaction Database (ORD), a public repository of structured organic reaction records. The task is: describe an organic reaction: reactants, conditions, products, and yield The reactants are CC1=C(CO)C(=CC=C1)C (2,6-Dimethylbenzyl alcohol), N(=NC(=O)OC(C)C)C(=O)OC(C)C (diisopropyl azodicarboxylate), OC1=C(C=CC=C1)CC(=O)OCC (Ethyl 2-(2-hydroxyphenyl)acetate), C1(=CC=CC=C1)P(C1=CC=CC=C1)C1=CC=CC=C1 (triphenylphosphine). The solvent is C1CCOC1 (THF), C1CCOC1 (THF), CCOCC (ether). Reaction conditions: time 6 hour. The product is CC1=C(COC2=C(C=CC=C2)CC(=O)OCC)C(=CC=C1)C (Ethyl 2-(2-(2,6-dimethylbenzyloxy)phenyl)acetate). As a reaction SMILES: [CH3:1][C:2]1[CH:9]=[CH:8][CH:7]=[C:6]([CH3:10])[C:3]=1[CH2:4][OH:5].N(C(OC(C)C)=O)=NC(OC(C)C)=O.O[C:26]1[CH:31]=[CH:30][CH:29]=[CH:28][C:27]=1[CH2:32][C:33]([O:35][CH2:36][CH3:37])=[O:34].C1(P(C2C=CC=CC=2)C2C=CC=CC=2)C=CC=CC=1>C1COCC1.CCOCC>[CH3:1][C:2]1[CH:9]=[CH:8][CH:7]=[C:6]([CH3:10])[C:3]=1[CH2:4][O:5][C:26]1[CH:31]=[CH:30][CH:29]=[CH:28][C:27]=1[CH2:32][C:33]([O:35][CH2:36][CH3:37])=[O:34]. Procedure details: A solution of 2,6-Dimethylbenzyl alcohol (2.72 g, 19.9 mmol) and diisopropyl azodicarboxylate (DIAD, 3.67 g, 18.2 mmol) in THF (30 ml) was added drop wise to a solution of Ethyl 2-(2-hydroxyphenyl)acetate (3 g, 16.6 mmol) and triphenylphosphine (4.76 g, 18.2 mmol) in THF (80 ml). The reaction mixture was stirred at room temperature for 6 hours, diluted with ether and washed with water and brine. The organic layer was dried over Na2SO4, filtered, concentrated, and purified by flash chromatography... The reactants are COC1=CC=C2C(=CC=NC2=C1)SC1=CC=CC=C1 (7-methoxy-4-(phenylthio)quinoline), C1=CC(=CC(=C1)Cl)C(=O)OO (m-CPBA), C(=O)(O)[O-].[Na+] (NaHCO3). Run in C(Cl)Cl (CH2Cl2), C(Cl)Cl (CH2Cl2). Product: COC1=CC=C2C(=CC=NC2=C1)S(=O)C1=CC=CC=C1 (7-methoxy-4-(phenylsulfinyl)quinoline). Reaction SMILES: [CH3:1][O:2][C:3]1[CH:12]=[C:11]2[C:6]([C:7]([S:13][C:14]3[CH:19]=[CH:18][CH:17]=[CH:16][CH:15]=3)=[CH:8][CH:9]=[N:10]2)=[CH:5][CH:4]=1.C1C=C(Cl)C=C(C(OO)=[O:28])C=1.C([O-])(O)=O.[Na+]>C(Cl)Cl>[CH3:1][O:2][C:3]1[CH:12]=[C:11]2[C:6]([C:7]([S:13]([C:14]3[CH:15]=[CH:16][CH:17]=[CH:18][CH:19]=3)=[O:28])=[CH:8][CH:9]=[N:10]2)=[CH:5][CH:4]=1 |f:2.3|. Reported procedure: To 7-methoxy-4-(phenylthio)quinoline (1.38 g, 5.16 mmol) in CH2Cl2 (50 mL) at −78° C. was added m-CPBA (77%) (1.25 g, 7.23 mmol) portionwise. The mixture was allowed to slowly warm to RT (3 hrs). The reaction mixture was diluted with CH2Cl2 then neutralized with NaHCO3 (sat.). The aqueous phase was extracted three times with DCM then the organic layer was dried over Na2SO4, filtered, and concentrated in vacuo. The crude mixture was purified by silica gel chromatography using 0-10% CH2Cl2:MeOH to... The reactants are C1=COCC1, [Cl-], [Cl-], [Cl-], [Cl-], O=c1[nH]cc(F)c(=O)[nH]1, [Ti+4], c1ccncc1. The product is O=c1[nH]c(=O)n(C2CCCO2)cc1F. Reaction SMILES: [CH2:10]1[CH2:11][CH:12]=[CH:13][O:14]1.[Cl-:21].[Cl-:22].[Cl-:23].[Cl-:24].[F:1][c:2]1[c:3](=[O:9])[nH:4][c:5](=[O:8])[nH:6][cH:7]1.[Ti+4:25].[cH:15]1[cH:16][cH:17][n:18][cH:19][cH:20]1>>[F:1][c:2]1[c:3](=[O:9])[nH:4][c:5](=[O:8])[n:6]([CH:13]2[CH2:12][CH2:11][CH2:10][O:14]2)[cH:7]1. Starting materials: C1(=CC=CC=C1)C(OC1CCNCC1)C1=CC=CC=C1 (4-diphenylmethoxypiperidine), C([O-])([O-])=O.[Na+].[Na+] (sodium carbonate), [I-].[Na+] (sodium iodide), ClCCCC#N (4-chlorobutyronitrile). Solvent: CC(CC(C)=O)C (4-methyl-2-pentanone). The product is ( 4 ), C(#N)CCCN1CCC(CC1)OC(C1=CC=CC=C1)C1=CC=CC=C1 (1-(3-cyanopropyl)-4-diphenylmethoxypiperidine). As a reaction SMILES: [C:1]1([CH:7]([C:15]2[CH:20]=[CH:19][CH:18]=[CH:17][CH:16]=2)[O:8][CH:9]2[CH2:14][CH2:13][NH:12][CH2:11][CH2:10]2)[CH:6]=[CH:5][CH:4]=[CH:3][CH:2]=1.C(=O)([O-])[O-].[Na+].[Na+].[I-].[Na+].Cl[CH2:30][CH2:31][CH2:32][C:33]#[N:34]>CC(C)CC(=O)C>[C:33]([CH2:32][CH2:31][CH2:30][N:12]1[CH2:13][CH2:14][CH:9]([O:8][CH:7]([C:1]2[CH:2]=[CH:3][CH:4]=[CH:5][CH:6]=2)[C:15]2[CH:16]=[CH:17][CH:18]=[CH:19][CH:20]=2)[CH2:10][CH2:11]1)#[N:34] |f:1.2.3,4.5|. Reported procedure: The starting material for said product No. (4) is prepared as follows. The mixture of 4.63 g of 4-diphenylmethoxypiperidine, 4.63 g of anhydrous sodium carbonate, 0.3 g of sodium iodide, 1.81 g of 4-chlorobutyronitrile and 60 ml of 4-methyl-2-pentanone is stirred and refluxed for 22 hours. It is evaporated, the residue taken up in diethyl ether, the solution washed with 2N aqueous sodium hydroxide and saturated aqueous sodium chloride, dried and evaporated, to give the 1-(3-cyanopropyl)-4-diphen...